This data is from the Open Reaction Database (ORD), a public repository of structured organic reaction records. The task is: describe an organic reaction: reactants, conditions, products, and yield Starting materials: C=CCOc1c(Cl)cc(C(=O)NC(C)C(=O)N2CCCC2C(=O)NC2CC(=O)OC2OCc2ccccc2)cc1Cl, CN1C(=O)CC(=O)N(C)C1=O, ClCCl, c1ccc(P(c2ccccc2)(c2ccccc2)[Pd](P(c2ccccc2)(c2ccccc2)c2ccccc2)(P(c2ccccc2)(c2ccccc2)c2ccccc2)P(c2ccccc2)(c2ccccc2)c2ccccc2)cc1. Yields the product CC(NC(=O)c1cc(Cl)c(O)c(Cl)c1)C(=O)N1CCCC1C(=O)NC1CC(=O)OC1OCc1ccccc1. RXN SMILES: [CH2:1]([c:2]1[cH:3][cH:4][cH:5][cH:6][cH:7]1)[O:8][CH:9]1[O:10][C:11](=[O:41])[CH2:12][CH:13]1[NH:14][C:15](=[O:16])[CH:17]1[N:18]([C:22]([CH:23]([CH3:24])[NH:25][C:26]([c:27]2[cH:28][c:29]([Cl:38])[c:30]([O:34][CH2:35][CH:36]=[CH2:37])[c:31]([Cl:33])[cH:32]2)=[O:39])=[O:40])[CH2:19][CH2:20][CH2:21]1.[CH3:42][N:43]1[C:44](=[O:45])[CH2:46][C:47](=[O:48])[N:49]([CH3:50])[C:51]1=[O:52].[Cl:53][CH2:54][Cl:55].[cH:56]1[cH:57][cH:58][c:59]([P:60]([Pd:61]([P:62]([c:63]2[cH:64][cH:65][cH:66][cH:67][cH:68]2)([c:69]2[cH:70][cH:71][cH:72][cH:73][cH:74]2)[c:75]2[cH:76][cH:77][cH:78][cH:79][cH:80]2)([P:81]([c:82]2[cH:83][cH:84][cH:85][cH:86][cH:87]2)([c:88]2[cH:89][cH:90][cH:91][cH:92][cH:93]2)[c:94]2[cH:95][cH:96][cH:97][cH:98][cH:99]2)[P:100]([c:101]2[cH:102][cH:103][cH:104][cH:105][cH:106]2)([c:107]2[cH:108][cH:109][cH:110][cH:111][cH:112]2)[c:113]2[cH:114][cH:115][cH:116][cH:117][cH:118]2)([c:119]2[cH:120][cH:121][cH:122][cH:123][cH:124]2)[c:125]2[cH:126][cH:127][cH:128][cH:129][cH:130]2)[cH:131][cH:132]1>>[CH2:1]([c:2]1[cH:3][cH:4][cH:5][cH:6][cH:7]1)[O:8][CH:9]1[O:10][C:11](=[O:41])[CH2:12][CH:13]1[NH:14][C:15](=[O:16])[CH:17]1[N:18]([C:22]([CH:23]([CH3:24])[NH:25][C:26]([c:27]2[cH:28][c:29]([Cl:38])[c:30]([OH:34])[c:31]([Cl:33])[cH:32]2)=[O:39])=[O:40])[CH2:19][CH2:20][CH2:21]1.